This data is from the Open Reaction Database (ORD), a public repository of structured organic reaction records. The task is: describe an organic reaction: reactants, conditions, products, and yield The reactants are Br.[N+](=O)([O-])C=1C=C(C=CC1)C=1N=C(SC1)N (4-(3-nitro-phenyl)-thiazol-2-ylamine hydrobromide), C1(CCCCC1)C1=CC=C(C=C1)S(=O)(=O)Cl (4-cyclohexyl-benzenesulfonyl chloride), Cl (hydrochloric acid). Run in N1=CC=CC=C1 (pyridine). Run at time 30 minute. Yields the product C1(CCCCC1)C1=CC=C(C=C1)S(=O)(=O)NC=1SC=C(N1)C1=CC(=CC=C1)[N+](=O)[O-] (4-cyclohexyl-N-[4-(3-nitro-phenyl)-thiazol-2-yl]-benzenesulfonamide). Yield: 20.4%. Reaction SMILES: Br.[N+:2]([C:5]1[CH:6]=[C:7]([C:11]2[N:12]=[C:13]([NH2:16])[S:14][CH:15]=2)[CH:8]=[CH:9][CH:10]=1)([O-:4])=[O:3].[CH:17]1([C:23]2[CH:28]=[CH:27][C:26]([S:29](Cl)(=[O:31])=[O:30])=[CH:25][CH:24]=2)[CH2:22][CH2:21][CH2:20][CH2:19][CH2:18]1.Cl>N1C=CC=CC=1>[CH:17]1([C:23]2[CH:24]=[CH:25][C:26]([S:29]([NH:16][C:13]3[S:14][CH:15]=[C:11]([C:7]4[CH:8]=[CH:9][CH:10]=[C:5]([N+:2]([O-:4])=[O:3])[CH:6]=4)[N:12]=3)(=[O:31])=[O:30])=[CH:27][CH:28]=2)[CH2:18][CH2:19][CH2:20][CH2:21][CH2:22]1 |f:0.1|. Procedure: A mixture of 0.5 g of 4-(3-nitro-phenyl)-thiazol-2-ylamine hydrobromide with 0.46 g of 4-cyclohexyl-benzenesulfonyl chloride was stirred overnight with 2 ml of pyridine. The resulting, red colored suspension was poured into 25 ml of 1N hydrochloric acid and the organic phase was separated and dissolved in a mixture of 20 ml of ethanol and 20 ml of 2N sodium hydroxide solution. After the addition of 0.5 g of active charcoal the mixture was stirred at room temperature for 30 minutes and subsequent...